describe an organic reaction: reactants, conditions, products, and yield From a dataset of the Open Reaction Database (ORD), a public repository of structured organic reaction records. Reactants: O\N=C\1/C[C@H]2[C@@H]3CCC([C@@]3(C)CC[C@@H]2[C@]2(CCC(CC12)=O)C)=O (6-(E)-hydroxyiminoandrostane-3,17-dione), Cl.Cl.N[C@@H](CON)C ((R)-2-aminopropoxyamine dihydrochloride). Product: N[C@@H](CON=C1CC2CC[C@H]3[C@@H]4CCC[C@@]4(C)CC[C@@H]3[C@]2(CC1)C)C.Cl.O\N=C\1/C[C@H]2[C@@H]3CCC([C@@]3(C)CC[C@@H]2[C@]2(CCCCC12)C)=O (3-[(R)-2-Aminopropoxyimino]androstane 6-(E)-hydroxyiminoandrostane-17-one hydrochloride). Isolated yield 93.0%. RXN SMILES: [OH:1]/[N:2]=[C:3]1\[CH2:4][C@@H:5]2[C@@H:14]([C@:15]3([CH3:22])[CH:20]\1[CH2:19][C:18](=O)[CH2:17][CH2:16]3)[CH2:13][CH2:12][C@@:10]1([CH3:11])[C@H:6]2[CH2:7][CH2:8][C:9]1=[O:23].[ClH:24].Cl.[NH2:26][C@H:27]([CH3:31])[CH2:28][O:29][NH2:30]>>[NH2:26][C@H:27]([CH3:31])[CH2:28][O:29][N:30]=[C:18]1[CH2:19][CH2:20][C@@:15]2([CH3:22])[CH:16]([CH2:3][CH2:4][C@@H:5]3[C@@H:14]2[CH2:13][CH2:12][C@@:10]2([CH3:11])[C@H:6]3[CH2:7][CH2:8][CH2:9]2)[CH2:17]1.[ClH:24].[OH:1]/[N:2]=[C:3]1\[CH2:4][C@@H:5]2[C@@H:14]([C@:15]3([CH3:22])[CH:20]\1[CH2:19][CH2:18][CH2:17][CH2:16]3)[CH2:13][CH2:12][C@@:10]1([CH3:11])[C@H:6]2[CH2:7][CH2:8][C:9]1=[O:23] |f:1.2.3,4.5.6|. Procedure details: Prepared as described in Example 1 starting from 6-(E)-hydroxyiminoandrostane-3,17-dione (II-at, Prepn. 20, 500 mg) and (R)-2-aminopropoxyamine dihydrochloride (Prepn. 93, 257 mg). The crude product was crystallized from MeOH/EtOAc to give the title compound as a white solid (503 mg, 75%). 1H-NMR (300 MHz, DMSO-d6, ppm from TMS): δ 10.50 (1H, s), 7.98 (3H, m), 3.97 (2H, m), 3.40 (1H, m), 3.11 (0.5H, m), 3.05 (0.5H, m), 2.54-1.15 (22H, m), 0.79 (3H, s), 0.78 (3H, s). Starting materials: ClC1=NN=C(C2=CC=CC=C12)N1C[C@@H](NCC1)C ((S)-1-chloro-4-(3-methylpiperazin-1-yl)phthalazine), C(C)(C)(C)OC(OC(C)(C)C)=O (di-t-butylcarbonate), C(C)(C)N(C(C)C)CC (N,N-diisopropylethylamine). Solvent: C(C)(=O)OCC (ethyl acetate), CN(C)C=O (DMF), hexanes. The product is ClC1=NN=C(C2=CC=CC=C12)N1C[C@@H](N(CC1)C(=O)OC(C)(C)C)C ((S)-tert-butyl 4-(4-chlorophthalazin-1-yl)-2-methylpiperazine-1-carboxylate). Reaction SMILES: [Cl:1][C:2]1[C:11]2[C:6](=[CH:7][CH:8]=[CH:9][CH:10]=2)[C:5]([N:12]2[CH2:17][CH2:16][NH:15][C@@H:14]([CH3:18])[CH2:13]2)=[N:4][N:3]=1.[C:19]([O:23][C:24](=O)[O:25]C(C)(C)C)([CH3:22])([CH3:21])[CH3:20].C(N(CC)C(C)C)(C)C>CN(C=O)C.C(OCC)(=O)C>[Cl:1][C:2]1[C:11]2[C:6](=[CH:7][CH:8]=[CH:9][CH:10]=2)[C:5]([N:12]2[CH2:17][CH2:16][N:15]([C:24]([O:23][C:19]([CH3:22])([CH3:21])[CH3:20])=[O:25])[C@@H:14]([CH3:18])[CH2:13]2)=[N:4][N:3]=1. Procedure details: (S)-1-chloro-4-(3-methylpiperazin-1-yl)phthalazine (1.50 g, 5.71 mmol) and di-t-butylcarbonate (1.73 g, 6.56 mmol) were dissolved in DMF (12 mL) and N,N-diisopropylethylamine (2 mL) and stirred at rt for 4 hours. The reaction was taken up in ethyl acetate (150 mL) and washed with aqueous K2CO3 (10%), water, and saturated sodium chloride. The organics were dried (MgSO4) and evaporated to give a yellow oil. Chromatography over silica gel with a gradient of hexanes/0-40% ethyl acetate gave an off-w... The reactants are [Sb] (antimony), [N+](=O)(O)[O-] (HNO3), [N+](=O)(O)[O-] (HNO3), C(CCCCCCC)(=O)O (octanoic acid), CCCCCCC (n-heptane). Solvent: O (water). Product: C(CCCCCCC)(=O)[O-].[Sb+3].C(CCCCCCC)(=O)[O-].C(CCCCCCC)(=O)[O-] (Antimony(III) octanoate). Reaction SMILES: [Sb:1].[C:2]([OH:11])(=[O:10])[CH2:3][CH2:4][CH2:5][CH2:6][CH2:7][CH2:8][CH3:9].CCCCCCC.[N+]([O-])(O)=O>O>[C:2]([O-:11])(=[O:10])[CH2:3][CH2:4][CH2:5][CH2:6][CH2:7][CH2:8][CH3:9].[Sb+3:1].[C:2]([O-:11])(=[O:10])[CH2:3][CH2:4][CH2:5][CH2:6][CH2:7][CH2:8][CH3:9].[C:2]([O-:11])(=[O:10])[CH2:3][CH2:4][CH2:5][CH2:6][CH2:7][CH2:8][CH3:9] |f:5.6.7.8|. Procedure details: The procedure of Example 5 was followed using a reaction mixture composed of 1 g. of antimony metal, 50 g. of octanoic acid, 20 ml. of n-heptane and 0.45 g. of 70% aqueous HNO3. The reaction temperature was about 120° C. and the HNO3 was added dropwise as in Example 5. The water of reaction was removed azeotropically with n-heptane and was collected in the Dean-Stark tube as in Example 6. The clear solution which resulted was concentrated and dried to produce a quantitative solid residue of Anti...